This data is from the Open Reaction Database (ORD), a public repository of structured organic reaction records. The task is: describe an organic reaction: reactants, conditions, products, and yield Starting materials: CCCCc1nc(Cl)c(CO)n1Cc1ccc(OCCC2CCCCC2C(=O)OC)cc1, CCO, [Na+], [OH-]. The product is CCCCc1nc(Cl)c(CO)n1Cc1ccc(OCCC2CCCCC2C(=O)O)cc1. As a reaction SMILES: [CH2:1]([CH2:2][CH2:3][CH3:4])[c:5]1[n:6]([CH2:13][c:14]2[cH:15][cH:16][c:17]([O:20][CH2:21][CH2:22][CH:23]3[CH:24]([C:29](=[O:30])[O:31][CH3:32])[CH2:25][CH2:26][CH2:27][CH2:28]3)[cH:18][cH:19]2)[c:7]([CH2:11][OH:12])[c:8]([Cl:10])[n:9]1.[CH3:35][CH2:36][OH:37].[Na+:34].[OH-:33]>>[CH2:1]([CH2:2][CH2:3][CH3:4])[c:5]1[n:6]([CH2:13][c:14]2[cH:15][cH:16][c:17]([O:20][CH2:21][CH2:22][CH:23]3[CH:24]([C:29](=[O:30])[OH:31])[CH2:25][CH2:26][CH2:27][CH2:28]3)[cH:18][cH:19]2)[c:7]([CH2:11][OH:12])[c:8]([Cl:10])[n:9]1. The reactants are C(C)(C)NC(C)C (diisopropylamine), N1=CC(=CC=C1)CC(=O)OCC (Ethyl 3-pyridylacetate), C(CCC)[Li] (n-butyllithium), FC1=C(C(=O)OC)C=CC(=C1)F (methyl 2,4-difluorobenzoate), solution. Solvent: Cl (hydrochloric acid), O1CCCC1 (tetrahydrofuran), CCCCCC (hexane), O1CCCC1 (tetrahydrofuran). Run at time 0.25 hour. Product: C(C)(C)[N-]C(C)C.[Li+] (lithium diisopropylamide), FC1=C(C=CC(=C1)F)C(CC=1C=NC=CC1)=O (1-(2,4-Difluorophenyl)-2-(pyridin-3-yl)ethanone). RXN SMILES: C([Li:5])CCC.[CH:6]([NH:9][CH:10]([CH3:12])[CH3:11])([CH3:8])[CH3:7].[N:13]1[CH:18]=[CH:17][CH:16]=[C:15]([CH2:19][C:20]([O:22]CC)=O)[CH:14]=1.[F:25][C:26]1[CH:35]=[C:34]([F:36])[CH:33]=[CH:32][C:27]=1C(OC)=O>CCCCCC.O1CCCC1.Cl>[CH:6]([N-:9][CH:10]([CH3:12])[CH3:11])([CH3:8])[CH3:7].[Li+:5].[F:25][C:26]1[CH:35]=[C:34]([F:36])[CH:33]=[CH:32][C:27]=1[C:20](=[O:22])[CH2:19][C:15]1[CH:14]=[N:13][CH:18]=[CH:17][CH:16]=1 |f:7.8|. Reported procedure: A solution of lithium diisopropylamide was prepared using n-butyllithium (66 ml of a 1.6M solution in hexane) and diisopropylamine (10.8 g) in dry tetrahydrofuran (200 ml) under an atmosphere of dry nitrogen as described in Example 1(i). Ethyl 3-pyridylacetate was added dropwise to this solution at -70°. The thick mixture was stirred at -70° for 0.25 hour and then a solution of methyl 2,4-difluorobenzoate (18.36 g) in dry tetrahydrofuran (100 ml) was added over 0.05 hour. The cooling bath was re...